Dataset: the Open Reaction Database (ORD), a public repository of structured organic reaction records. Task: describe an organic reaction: reactants, conditions, products, and yield Starting materials: CC1CN(Cc2ccccc2)CC1(CC(=O)OC(C)(C)C)C(=O)NC1CCN(C(=O)OC(C)(C)C)CC1, CO, [OH-], [OH-], [Pd+2]. Product: CC1CNCC1(CC(=O)OC(C)(C)C)C(=O)NC1CCN(C(=O)OC(C)(C)C)CC1. Reaction SMILES: [CH2:1]([c:2]1[cH:3][cH:4][cH:5][cH:6][cH:7]1)[N:8]1[CH2:9][C:10]([C:14](=[O:15])[NH:16][CH:17]2[CH2:18][CH2:19][N:20]([C:23](=[O:24])[O:25][C:26]([CH3:27])([CH3:28])[CH3:29])[CH2:21][CH2:22]2)([CH2:30][C:31](=[O:32])[O:33][C:34]([CH3:35])([CH3:36])[CH3:37])[CH:11]([CH3:13])[CH2:12]1.[CH3:38][OH:39].[OH-:40].[OH-:42].[Pd+2:41]>>[NH:8]1[CH2:9][C:10]([C:14](=[O:15])[NH:16][CH:17]2[CH2:18][CH2:19][N:20]([C:23](=[O:24])[O:25][C:26]([CH3:27])([CH3:28])[CH3:29])[CH2:21][CH2:22]2)([CH2:30][C:31](=[O:32])[O:33][C:34]([CH3:35])([CH3:36])[CH3:37])[CH:11]([CH3:13])[CH2:12]1. Reactants: FC1=C(C(=C(C=C1OC)OC)F)N1C(N(C2=NC(=NC=C2C1)S(=O)C)CC)=O (3-(2,6-difluoro-3,5-dimethoxy-phenyl)-1-ethyl-7-methylsulfinyl-3,4-dihydro-1H-pyrimido[4,5-d]pyrimidin-2-one), NCCOCCO (2-(2-aminoethoxy)ethanol). The product is FC1=C(C(=C(C=C1OC)OC)F)N1C(N(C2=NC(=NC=C2C1)NCCOCCO)CC)=O (3-(2,6-Difluoro-3,5-dimethoxy-phenyl)-1-ethyl-7-[2-(2-hydroxy-ethoxy)-ethylamino]-3,4-dihydro-1H-pyrimido[4,5-d]pyrimidin-2-one). Yield: 91.1%. As a reaction SMILES: [F:1][C:2]1[C:7]([O:8][CH3:9])=[CH:6][C:5]([O:10][CH3:11])=[C:4]([F:12])[C:3]=1[N:13]1[CH2:22][C:21]2[C:16](=[N:17][C:18](S(C)=O)=[N:19][CH:20]=2)[N:15]([CH2:26][CH3:27])[C:14]1=[O:28].[NH2:29][CH2:30][CH2:31][O:32][CH2:33][CH2:34][OH:35]>>[F:1][C:2]1[C:7]([O:8][CH3:9])=[CH:6][C:5]([O:10][CH3:11])=[C:4]([F:12])[C:3]=1[N:13]1[CH2:22][C:21]2[C:16](=[N:17][C:18]([NH:29][CH2:30][CH2:31][O:32][CH2:33][CH2:34][OH:35])=[N:19][CH:20]=2)[N:15]([CH2:26][CH3:27])[C:14]1=[O:28]. Procedure details: 3-(2,6-Difluoro-3,5-dimethoxy-phenyl)-1-ethyl-7-[2-(2-hydroxy-ethoxy)-ethylamino]-3,4-dihydro-1H-pyrimido[4,5-d]pyrimidin-2-one was prepared as described in Example 2 using 0.50 g (1.21 mmol) of 3-(2,6-difluoro-3,5-dimethoxy-phenyl)-1-ethyl-7-methylsulfinyl-3,4-dihydro-1H-pyrimido[4,5-d]pyrimidin-2-one and 0.36 mL (3.64 mmol) of 2-(2-aminoethoxy)ethanol. The crude product was purified using medium-pressure chromatography eluting with 20:1 dichloromethane/methanol to give 0.50 g (91%) of the titl...